Dataset: the Open Reaction Database (ORD), a public repository of structured organic reaction records. Task: describe an organic reaction: reactants, conditions, products, and yield The reactants are [Br-] (bromide), Cl.CN1CCN(CC1)C\C(=N/O)\C1=CC=C(C=C1)OCC1=CC=CC=C1 ((Z)-2-(4-methyl-piperazin-1-yl)-1-(4-benzyloxy-phenyl)-ethanone oxime hydrochloride), Cl.CN1CCN(CC1)C/C(=N/O)/C1=CC=C(C=C1)OCC1=CC=CC=C1 ((E)-2-(4-methyl-piperazin-1-yl)-1-(4-benzyloxy-phenyl)-ethanone oxime hydrochloride). Product: Cl.CN1CCN(CC1)CC(=NO)C1=CC=C(C=C1)OCC1=CC=CC=C1 (2-(4-Methylpiperazin-1-yl)-1-(4-benzyloxy-phenyl)ethanone oxime hydrochloride). RXN SMILES: [Br-].[ClH:2].[CH3:3][N:4]1[CH2:9][CH2:8][N:7]([CH2:10]/[C:11](/[C:14]2[CH:19]=[CH:18][C:17]([O:20][CH2:21][C:22]3[CH:27]=[CH:26][CH:25]=[CH:24][CH:23]=3)=[CH:16][CH:15]=2)=[N:12]\[OH:13])[CH2:6][CH2:5]1.Cl.CN1CCN(C/C(/C2C=CC(OCC3C=CC=CC=3)=CC=2)=N/O)CC1>>[ClH:2].[CH3:3][N:4]1[CH2:5][CH2:6][N:7]([CH2:10][C:11]([C:14]2[CH:19]=[CH:18][C:17]([O:20][CH2:21][C:22]3[CH:27]=[CH:26][CH:25]=[CH:24][CH:23]=3)=[CH:16][CH:15]=2)=[N:12][OH:13])[CH2:8][CH2:9]1 |f:1.2,3.4,5.6|. Procedure details: After dissolving 4.0 g of 4-benzyloxyacetophenone into 20 ml of 1,4-dioxane and 20 ml of tetrahydrofuran, 0.1 g of anhydrous aluminum chloride and 3.1 g of bromine were added under ice cooling and stirring. Further, after stirring for 5 hours under ice cooling, the reaction solution was concentrated to solid. Water and chloroform were added to the residue to separate liquid layers. Then, the chloroform layer was dried over anhydrous sodium sulfate and then concentrated to solid followed by purif... The reactants are CCOC(=O)C(OCC)C(=O)[O-], C(=NC1CCCCC1)=NC1CCCCC1, Nc1cc(Cl)cc(Cl)c1. The product is CCOC(=O)C(OCC)C(=O)Nc1cc(Cl)cc(Cl)c1. Reaction SMILES: [CH2:1]([CH3:2])[O:3][CH:4]([C:5](=[O:6])[O:7][CH2:8][CH3:9])[C:10](=[O:11])[O-:12].[CH2:22]1[CH2:23][CH2:24][CH:25]([N:26]=[C:27]=[N:28][CH:29]2[CH2:30][CH2:31][CH2:32][CH2:33][CH2:34]2)[CH2:35][CH2:36]1.[NH2:13][c:14]1[cH:15][c:16]([Cl:17])[cH:18][c:19]([Cl:20])[cH:21]1>>[CH2:1]([CH3:2])[O:3][CH:4]([C:5](=[O:6])[O:7][CH2:8][CH3:9])[C:10](=[O:12])[NH:13][c:14]1[cH:15][c:16]([Cl:17])[cH:18][c:19]([Cl:20])[cH:21]1. The reactants are CC1=Cc2cccc(CBr)c2C1, C1CCOC1, [Li]CCCC, CC1=Cc2ccccc2C1, O. The product is CC1=Cc2cccc(CC3C(C)=Cc4ccccc43)c2C1. Reaction SMILES: [Br:16][CH2:17][c:18]1[cH:19][cH:20][cH:21][c:22]2[c:26]1[CH2:25][C:24]([CH3:27])=[CH:23]2.[CH2:29]1[O:30][CH2:31][CH2:32][CH2:33]1.[CH3:11][CH2:12][CH2:13][CH2:14][Li:15].[CH3:1][C:2]1=[CH:10][c:9]2[c:4]([cH:5][cH:6][cH:7][cH:8]2)[CH2:3]1.[OH2:28]>>[CH3:1][C:2]1=[CH:3][c:4]2[cH:5][cH:6][cH:7][cH:8][c:9]2[CH:10]1[CH2:17][c:18]1[cH:19][cH:20][cH:21][c:22]2[c:26]1[CH2:25][C:24]([CH3:27])=[CH:23]2. Starting materials: Cl (hydrochloric acid), 40.6, BrC=1C=NC=CC1 (3-bromopyridine), O(CC)CC (1,1'-oxybisethane), 71.4, C(CCC)[Li] (1-butyllithium), O(CC)CC (1,1'-oxybisethane), 30, FC(C1=C(C#N)C=CC=C1)(F)F (2-(trifluoromethyl)benzonitrile), O(CC)CC (1,1'-oxybisethane). Run in CCCCCC (hexane). Conditions: time 15 minute. Yields the product N1=CC(=CC=C1)C(=O)C1=C(C=CC=C1)C(F)(F)F ((3-pyridinyl) [2-(trifluoromethyl)phenyl]methanone), intermediate 3. Isolated yield 63.0%. As a reaction SMILES: C([Li])CCC.Br[C:7]1[CH:8]=[N:9][CH:10]=[CH:11][CH:12]=1.[F:13][C:14]([F:24])([F:23])[C:15]1[CH:22]=[CH:21][CH:20]=[CH:19][C:16]=1[C:17]#N.Cl.[O:26](CC)CC>CCCCCC>[N:9]1[CH:10]=[CH:11][CH:12]=[C:7]([C:17]([C:16]2[CH:19]=[CH:20][CH:21]=[CH:22][C:15]=2[C:14]([F:24])([F:23])[F:13])=[O:26])[CH:8]=1. Procedure details: To a stirred and cooled (-70°~-80° C.) solution of 71.4 parts of a 1-butyllithium solution 1.6M in hexane in 105 parts of 1,1'-oxybisethane was added dropwise a solution of 40.6 parts of 3-bromopyridine in 70 parts of 1,1'-oxybisethane. Upon complete addition, stirring was continued for 15 minutes and a solution of 30 parts of 2-(trifluoromethyl)benzonitrile in 35 parts of 1,1'-oxybisethane was added dropwise at this low temperature. Upon completion, the mixture was stirred for 3 hours at this l... The product is CN(C(=O)c1cnc2c(C(F)(F)F)cccc2c1-c1ccccc1)c1ccccc1. Starting materials: CI, [H-], [Na+], CN(C)C=O, O=C(Nc1ccccc1)c1cnc2c(C(F)(F)F)cccc2c1-c1ccccc1. RXN SMILES: [CH3:32][I:33].[H-:30].[Na+:31].[O:34]=[CH:35][N:36]([CH3:37])[CH3:38].[c:1]1([NH:7][C:8](=[O:9])[c:10]2[cH:11][n:12][c:13]3[c:14]([C:26]([F:27])([F:28])[F:29])[cH:15][cH:16][cH:17][c:18]3[c:19]2-[c:20]2[cH:21][cH:22][cH:23][cH:24][cH:25]2)[cH:2][cH:3][cH:4][cH:5][cH:6]1>>[c:1]1([N:7]([C:8](=[O:9])[c:10]2[cH:11][n:12][c:13]3[c:14]([C:26]([F:27])([F:28])[F:29])[cH:15][cH:16][cH:17][c:18]3[c:19]2-[c:20]2[cH:21][cH:22][cH:23][cH:24][cH:25]2)[CH3:32])[cH:2][cH:3][cH:4][cH:5][cH:6]1. The reactants are IC1=C(C(=CC(=C1)I)I)O (2,4,6-triiodophenol), C(C)C(C(=O)Cl)CCCC (2-ethylhexanoyl chloride), Cl (hydrochloric acid). Reagents/catalysts: CN(C1=CC=NC=C1)C (4-dimethylaminopyridine). Solvent: N1=CC=CC=C1 (pyridine). Product: C(C)C(C(=O)OC1=C(C=C(C=C1I)I)I)CCCC (2,4,6-Triiodophenyl 2-ethylhexanoate). The yield is 119.4%. RXN SMILES: [I:1][C:2]1[CH:7]=[C:6]([I:8])[CH:5]=[C:4]([I:9])[C:3]=1[OH:10].[CH2:11]([CH:13]([CH2:17][CH2:18][CH2:19][CH3:20])[C:14](Cl)=[O:15])[CH3:12].Cl>CN(C)C1C=CN=CC=1.N1C=CC=CC=1>[CH2:11]([CH:13]([CH2:17][CH2:18][CH2:19][CH3:20])[C:14]([O:10][C:3]1[C:2]([I:1])=[CH:7][C:6]([I:8])=[CH:5][C:4]=1[I:9])=[O:15])[CH3:12]. Reported procedure: A solution of 2,4,6-triiodophenol (20.0 g, 42 mmol), 2-ethylhexanoyl chloride (25 ml, 144 mmol, 3.5 eq.) and 4-dimethylaminopyridine (DMAP; 2 mmol, 250 mg, 0.05 eq.) in 150 ml of pyridine was stirred overnite at room temperature. The solution was poured into 1000 ml of 1N aqueous hydrochloric acid and the aqueous solution was extracted twice with ethyl acetate. The combined organic layers were washed with aqueous hydrochloric acid, water, saturated aqueous sodium chloride and then dried over mag... The reactants are CN(P(N(C)C)N(C)C)C (hexamethylphosphorous triamide), N1CCNCCCNCCNCCC1 (1,4,8,11-tetraazacyclotetradecane). Solvent: C1(=CC=CC=C1)C (toluene). Yields the product N12CCN3CCCN4CCN(CCC1)P234 (1,4,8,11-tetraaza-15-phosphatetracyclo[6.6.1.04,15.011,15 ]pentadecane). RXN SMILES: CN(C)[P:3](N(C)C)N(C)C.[NH:11]1[CH2:24][CH2:23][CH2:22][NH:21][CH2:20][CH2:19][NH:18][CH2:17][CH2:16][CH2:15][NH:14][CH2:13][CH2:12]1>C1(C)C=CC=CC=1>[N:11]12[PH:3]34[N:18]([CH2:19][CH2:20][N:21]3[CH2:22][CH2:23][CH2:24]1)[CH2:17][CH2:16][CH2:15][N:14]4[CH2:13][CH2:12]2. Procedure details: A stirred mixture of 4.90 g (30 mmol) of hexamethylphosphorous triamide, 6.00 g (30 mmol) of 1,4,8,11-tetraazacyclotetradecane, and 30 ml of dry toluene is heated to 80°-90°, under nitrogen for 16 hr, then refluxed for 8 hr. The hot solution is filtered under N2 and concentrated, and the residue is sublimed at 60°-70° (0.3 mm) to give 5.45 g (80%) of waxy, white solid 1,4,8,11-tetraaza-15-phosphatetracyclo[6.6.1.04,15.011,15 ]pentadecane.